Dataset: the Open Reaction Database (ORD), a public repository of structured organic reaction records. Task: describe an organic reaction: reactants, conditions, products, and yield Starting materials: CS(=O)(=O)c1ccc(CN)cc1, CC(C)O, c1ccc(CC2CO2)cc1. Yields the product CS(=O)(=O)c1ccc(CNCC(O)Cc2ccccc2)cc1. As a reaction SMILES: [CH3:1][S:2](=[O:3])(=[O:4])[c:5]1[cH:6][cH:7][c:8]([CH2:9][NH2:10])[cH:11][cH:12]1.[CH3:23][CH:24]([OH:25])[CH3:26].[O:13]1[CH:14]([CH2:15][c:16]2[cH:17][cH:18][cH:19][cH:20][cH:21]2)[CH2:22]1>>[CH3:1][S:2](=[O:3])(=[O:4])[c:5]1[cH:6][cH:7][c:8]([CH2:9][NH:10][CH2:22][CH:14]([OH:13])[CH2:15][c:16]2[cH:17][cH:18][cH:19][cH:20][cH:21]2)[cH:11][cH:12]1. Starting materials: [OH-].[Na+] (NaOH), C(CCCCCCCCCCC)C=1N=CN(C1)C(C(=O)OCC)C1=CC=CC=C1 (ethyl (±)-4-dodecyl-α-phenyl-1H-imidazole-1-acetate). Run in C(C)O (ethanol). Reaction conditions: time 2 hour. The product is C(CCCCCCCCCCC)C=1N=CN(C1)C(C(=O)O)C1=CC=CC=C1 ((±)-4-Dodecyl-α-phenyl-1H-imidazole-1-acetic acid). Yield: 60.4%. As a reaction SMILES: [OH-].[Na+].[CH2:3]([C:15]1[N:16]=[CH:17][N:18]([CH:20]([C:26]2[CH:31]=[CH:30][CH:29]=[CH:28][CH:27]=2)[C:21]([O:23]CC)=[O:22])[CH:19]=1)[CH2:4][CH2:5][CH2:6][CH2:7][CH2:8][CH2:9][CH2:10][CH2:11][CH2:12][CH2:13][CH3:14]>C(O)C>[CH2:3]([C:15]1[N:16]=[CH:17][N:18]([CH:20]([C:26]2[CH:27]=[CH:28][CH:29]=[CH:30][CH:31]=2)[C:21]([OH:23])=[O:22])[CH:19]=1)[CH2:4][CH2:5][CH2:6][CH2:7][CH2:8][CH2:9][CH2:10][CH2:11][CH2:12][CH2:13][CH3:14] |f:0.1|. Procedure: Solid NaOH (0.9 g, 22.6 mmol) was added to a solution of ethyl (±)-4-dodecyl-α-phenyl-1H-imidazole-1-acetate (4.5 g, 11.3 mmol) in 150 mL 95% ethanol. The resulting solution was stirred for 2 hours and then concentrated in vacuo. The residue was partitioned between water and ether, the aqueous layer was acidified with concentrated HCl, and extracted with dichloromethane. The dichloromethane solution was dried over MgSO4, filtered, and concentrated to give a white solid (2.53 g, 55%); mp 110°-118... Starting materials: COc1ccc(Br)cc1OCC1CC1, [Li]C(C)CC, CC(C)OB1OC(C)(C)C(C)(C)O1, [Cl-], [NH4+], C1CCOC1. RXN SMILES: [Br:1][c:2]1[cH:3][c:4]([O:10][CH2:11][CH:12]2[CH2:13][CH2:14]2)[c:5]([O:8][CH3:9])[cH:6][cH:7]1.[CH:15]([Li:16])([CH2:17][CH3:18])[CH3:19].[CH:20]([O:21][B:24]1[O:25][C:26]([CH3:31])([CH3:32])[C:27]([CH3:29])([CH3:30])[O:28]1)([CH3:22])[CH3:23].[Cl-:33].[NH4+:34].[O:35]1[CH2:36][CH2:37][CH2:38][CH2:39]1>>[c:2]1([B:24]2[O:25][C:26]([CH3:31])([CH3:32])[C:27]([CH3:29])([CH3:30])[O:28]2)[cH:3][c:4]([O:10][CH2:11][CH:12]2[CH2:13][CH2:14]2)[c:5]([O:8][CH3:9])[cH:6][cH:7]1. Yields the product COc1ccc(B2OC(C)(C)C(C)(C)O2)cc1OCC1CC1. Reactants: [Cl-].[Al+3].[Cl-].[Cl-] (aluminum chloride), Cl (hydrogen chloride), CC1(CCOC2=CC=CC=C12)C (4,4-dimethylchroman), CC1(CCOC2=CC=CC=C12)C (4,4-dimethylchroman), C(C)(=O)Cl (acetyl chloride), resultant mixture. Solvent: CCOCC (ether), [N+](=O)([O-])C (nitromethane). Reaction conditions: time 5.5 hour. The product is CC1(CCOC2=CC=C(C=C12)C(C)=O)C (4,4-Dimethyl-6-acetylchroman). RXN SMILES: [CH3:1][C:2]1([CH3:12])[C:11]2[C:6](=[CH:7][CH:8]=[CH:9][CH:10]=2)[O:5][CH2:4][CH2:3]1.[C:13](Cl)(=[O:15])[CH3:14].[Cl-].[Al+3].[Cl-].[Cl-].Cl>[N+](C)([O-])=O.CCOCC>[CH3:1][C:2]1([CH3:12])[C:11]2[C:6](=[CH:7][CH:8]=[C:9]([C:13](=[O:15])[CH3:14])[CH:10]=2)[O:5][CH2:4][CH2:3]1 |f:2.3.4.5|. Procedure: To a stirred solution 7.94 g (48.9425 mmol) of 4,4-dimethylchroman (Compound 76) in 70 ml of nitromethane was added under argon 4.0 g (50.96 mmol) of acetyl chloride followed by 6.8 g (51 mmol) of aluminum chloride. This was stirred at room temperature for 5.5 hours and then cooled in an ice bath and treated slowly with 70 ml of 6N hydrogen chloride. The resultant mixture was stirred at room temperature for 10 minutes and then treated with 100 ml ether and the organic layer separated. The organi... Reaction SMILES: [CH3:1][C:2]1[O:3][CH:4]=[CH:5][C:6]=1[SH:7].C(O)C.Cl.[N:12]1[CH:17]=[CH:16][CH:15]=[CH:14][C:13]=1[CH2:18]Cl.C[O-].[Na+]>CO.C(O)(C)C>[CH3:1][C:2]1[O:3][CH:4]=[CH:5][C:6]=1[S:7][CH2:18][C:13]1[CH:14]=[CH:15][CH:16]=[CH:17][N:12]=1 |f:2.3,4.5|. Starting materials: 3-furyl sulfides, ( ii ), nitrogen heterocyclic halide, C(C)O (ethanol), ( i ), Cl.N1=C(C=CC=C1)CCl (alpha picolyl chloride hydrochloride), alkali metal alkoxide, halide, 3-furan thiols, aralkyl halide, lower alkanol, CC=1OC=CC1S (2-methyl-3-furan thiol), C[O-].[Na+] (sodium methoxide), ( iii ), CC=1OC=CC1S (2-methyl-3-furan thiol), alkenyl halide. The solvent is C(C)(C)O (isopropanol), CO (methanol), CO (methanol). Product: CC=1OC=CC1SCC1=NC=CC=C1 ((2-methyl-3-furyl)(2-pyridylmethyl) sulfide). Procedure details: The 3-furyl sulfides of our invention can also be prepared by reacting 3-furan thiols, e.g. 2-methyl-3-furan thiol with an appropriate aralkyl halide or nitrogen heterocyclic halide, or alkenyl halide or alkylthiolalkyl halide (e.g. bromide or chloride); (i) in the presence of a base such as an alkali metal alkoxide (e.g., sodium methoxide); (ii) at a temperature in the range of 15°-65° C; and (iii) in a suitable solvent, e.g., an anhydrous lower alkanol such as anhydrous methanol, ethanol or is... The reactants are C1COCCO1, CCOC(=O)CCCn1cc(C(=O)c2cccc([N+](=O)[O-])c2)c2ccccc21, [Na+], [OH-]. The product is O=C(O)CCCn1cc(C(=O)c2cccc([N+](=O)[O-])c2)c2ccccc21. RXN SMILES: [CH2:31]1[O:32][CH2:33][CH2:34][O:35][CH2:36]1.[N+:1](=[O:2])([O-:3])[c:4]1[cH:5][c:6]([C:7](=[O:8])[c:9]2[cH:10][n:11]([CH2:18][CH2:19][CH2:20][C:21](=[O:22])[O:23][CH2:24][CH3:25])[c:12]3[cH:13][cH:14][cH:15][cH:16][c:17]23)[cH:26][cH:27][cH:28]1.[Na+:30].[OH-:29]>>[N+:1](=[O:2])([O-:3])[c:4]1[cH:5][c:6]([C:7](=[O:8])[c:9]2[cH:10][n:11]([CH2:18][CH2:19][CH2:20][C:21](=[O:22])[OH:23])[c:12]3[cH:13][cH:14][cH:15][cH:16][c:17]23)[cH:26][cH:27][cH:28]1. Reactants: ClCCl, CSc1nc(-c2ccc(F)cc2)c(CO)c(C(C)C)n1, O, BrP(Br)Br. The product is CSc1nc(-c2ccc(F)cc2)c(CBr)c(C(C)C)n1. As a reaction SMILES: [Cl:21][CH2:22][Cl:23].[F:1][c:2]1[cH:3][cH:4][c:5](-[c:8]2[n:9][c:10]([S:19][CH3:20])[n:11][c:12]([CH:16]([CH3:17])[CH3:18])[c:13]2[CH2:14][OH:15])[cH:6][cH:7]1.[OH2:28].[P:24]([Br:25])([Br:26])[Br:27]>>[F:1][c:2]1[cH:3][cH:4][c:5](-[c:8]2[n:9][c:10]([S:19][CH3:20])[n:11][c:12]([CH:16]([CH3:17])[CH3:18])[c:13]2[CH2:14][Br:25])[cH:6][cH:7]1. Starting materials: Cc1cc(C)c2c(C#N)c(C=CC(=O)O)n(C3Cc4ccccc4C3)c2n1, C1CSCCN1. Product: Cc1cc(C)c2c(C#N)c(C=CC(=O)N3CCSCC3)n(C3Cc4ccccc4C3)c2n1. Reaction SMILES: [C:1](#[N:2])[c:3]1[c:4]([CH:23]=[CH:24][C:25](=[O:26])[OH:27])[n:5]([CH:14]2[CH2:15][c:16]3[cH:17][cH:18][cH:19][cH:20][c:21]3[CH2:22]2)[c:6]2[n:7][c:8]([CH3:13])[cH:9][c:10]([CH3:12])[c:11]12.[CH2:28]1[CH2:29][S:30][CH2:31][CH2:32][NH:33]1>>[C:1](#[N:2])[c:3]1[c:4]([CH:23]=[CH:24][C:25](=[O:26])[N:33]2[CH2:28][CH2:29][S:30][CH2:31][CH2:32]2)[n:5]([CH:14]2[CH2:15][c:16]3[cH:17][cH:18][cH:19][cH:20][c:21]3[CH2:22]2)[c:6]2[n:7][c:8]([CH3:13])[cH:9][c:10]([CH3:12])[c:11]12. Starting materials: Cc1cccc(Br)n1, [Li]CCCC, CI, CC(C)NC(C)C, C1CCOC1, O. The product is CCc1cccc(Br)n1. RXN SMILES: [Br:13][c:14]1[n:15][c:16]([CH3:20])[cH:17][cH:18][cH:19]1.[CH2:1]([Li:2])[CH2:3][CH2:4][CH3:5].[CH3:21][I:22].[CH:6]([NH:7][CH:8]([CH3:9])[CH3:10])([CH3:11])[CH3:12].[O:23]1[CH2:24][CH2:25][CH2:26][CH2:27]1.[OH2:28]>>[CH3:1][CH2:20][c:16]1[n:15][c:14]([Br:13])[cH:19][cH:18][cH:17]1. The reactants are BrCCOC1=C2CCCC2=CC=C1 (4-(2-bromoethoxy) indan), C1(C=2C(C(N1)=O)=CC=CC2)=O.[K] (potassium phthalimide). Run in CN(C=O)C (dimethylformamide), C(Cl)Cl (methylene chloride). The product is C1CCC2=C(C=CC=C12)OCCN1C(C2=CC=CC=C2C1=O)=O (2-[2-[(2,3-Dihydro-1H-inden-4-yl)oxy]ethyl]-1-H-isoindole-1,3-(2H)-dione). The yield is 85.4%. As a reaction SMILES: Br[CH2:2][CH2:3][O:4][C:5]1[CH:13]=[CH:12][CH:11]=[C:10]2[C:6]=1[CH2:7][CH2:8][CH2:9]2.[C:14]1(=[O:24])[NH:18][C:17](=[O:19])[C:16]2=[CH:20][CH:21]=[CH:22][CH:23]=[C:15]12.[K]>CN(C)C=O.C(Cl)Cl>[CH2:9]1[C:10]2[C:6](=[C:5]([O:4][CH2:3][CH2:2][N:18]3[C:14](=[O:24])[C:15]4[C:16](=[CH:20][CH:21]=[CH:22][CH:23]=4)[C:17]3=[O:19])[CH:13]=[CH:12][CH:11]=2)[CH2:7][CH2:8]1 |f:1.2,^1:24|. Procedure: A solution of 54.01 g (0.226 mole) of 4-(2-bromoethoxy) indan and 41.81 g (0.226 mole) of potassium phthalimide in 1200 ml of dimethylformamide was stirred overnight at 85° C. The reaction was filtered and dimethylformamide removed in vacuo in a rotary evaporator to give a white solid. The solid was dissolved in methylene chloride and extracted with water. Methylene chloride was evaporated to give a light brown solid. The solid was triturated with diethyl ether to give 59.3 g light brown solid. ...